From a dataset of the Open Reaction Database (ORD), a public repository of structured organic reaction records. describe an organic reaction: reactants, conditions, products, and yield The reactants are NC1=NC=C(C=C1Cl)Cl (2-amino-3,5-dichloropyridine), Cl (HCl), [OH-].[K+] (potassium hydroxide), [N+](=O)([O-])C1=C(C(=CC(=C1)[N+](=O)[O-])C(F)(F)F)Cl (2,4-dinitro-6-trifluoromethylchlorobenzene). The solvent is CN(C=O)C (dimethylformamide). The product is ClC=1C(=NC=C(C1)Cl)NC1=C(C=C(C=C1C(F)(F)F)[N+](=O)[O-])[N+](=O)[O-] (N-(3,5-dichloro-2-pyridyl)-2,4-dinitro-6-trifluoromethylaniline). Reaction SMILES: [NH2:1][C:2]1[C:7]([Cl:8])=[CH:6][C:5]([Cl:9])=[CH:4][N:3]=1.[OH-].[K+].[N+:12]([C:15]1[CH:20]=[C:19]([N+:21]([O-:23])=[O:22])[CH:18]=[C:17]([C:24]([F:27])([F:26])[F:25])[C:16]=1Cl)([O-:14])=[O:13].Cl>CN(C)C=O>[Cl:8][C:7]1[C:2]([NH:1][C:16]2[C:17]([C:24]([F:26])([F:27])[F:25])=[CH:18][C:19]([N+:21]([O-:23])=[O:22])=[CH:20][C:15]=2[N+:12]([O-:14])=[O:13])=[N:3][CH:4]=[C:5]([Cl:9])[CH:6]=1 |f:1.2|. Procedure details: In 20 ml. of dimethylformamide, 1.65 g. of 2-amino-3,5-dichloropyridine was dissolved and 1.0 g. of powdery potassium hydroxide was gradually added with stirring. After the addition, 2.7 g. of 2,4-dinitro-6-trifluoromethylchlorobenzene was added at 30° C. during 5 minutes to react them for about 3 hours. The reaction mixture was acidified with conc. HCl and the product was extracted with methylenechloride. The extracted layer was washed with water and dehydrated and the solvent was distilled. Th... The reactants are CC1=CC2=C(C(C3=C(C=C2)C=C(C=C3)C)C=3C(NC(N(C3)C3=NC=C(C(=N3)NCC(=O)OC(C)(C)C)C(=O)OC)=O)=O)C=C1 (2-[5-{2,8-Dimethyl-5H-dibenzo[a,d]cyclohepten-5-yl}-3,4-dihydro-2,4-dioxo-1(2H)-pyrimidinyl]-4-[[[1,1-dimethylethoxy]carbonylmethyl]amino]-5-pyrimidinecarboxylic acid, methyl ester), CO (Methanol). Run in FC(C(=O)O)(F)F (trifluoroacetic acid), ClCCl (dichloromethane). Reaction conditions: time 5 hour. Yields the product CC1=CC2=C(C(C3=C(C=C2)C=C(C=C3)C)C=3C(NC(N(C3)C3=NC=C(C(=N3)NCC(=O)O)C(=O)OC)=O)=O)C=C1 (N-[2-[5-{2,8-Dimethyl-5H-dibenzo[a,d]cyclohepten-5-yl}-3,4-dihydro-2,4-dioxo-1(2H)-pyrimidinyl]-5-[methoxycarbonyl]pyrimidin-4-yl]glycine). RXN SMILES: [CH3:1][C:2]1[CH:44]=[CH:43][C:5]2[CH:6]([C:16]3[C:17](=[O:42])[NH:18][C:19](=[O:41])[N:20]([C:22]4[N:27]=[C:26]([NH:28][CH2:29][C:30]([O:32]C(C)(C)C)=[O:31])[C:25]([C:37]([O:39][CH3:40])=[O:38])=[CH:24][N:23]=4)[CH:21]=3)[C:7]3[CH:14]=[CH:13][C:12]([CH3:15])=[CH:11][C:8]=3[CH:9]=[CH:10][C:4]=2[CH:3]=1.CO>FC(F)(F)C(O)=O.ClCCl>[CH3:15][C:12]1[CH:13]=[CH:14][C:7]2[CH:6]([C:16]3[C:17](=[O:42])[NH:18][C:19](=[O:41])[N:20]([C:22]4[N:27]=[C:26]([NH:28][CH2:29][C:30]([OH:32])=[O:31])[C:25]([C:37]([O:39][CH3:40])=[O:38])=[CH:24][N:23]=4)[CH:21]=3)[C:5]3[CH:43]=[CH:44][C:2]([CH3:1])=[CH:3][C:4]=3[CH:10]=[CH:9][C:8]=2[CH:11]=1. Reported procedure: A mixture of the product of step (iii) (0.57 g) in trifluoroacetic acid (5 ml) and dichloromethane (10 ml) was stirred at room temperature for 5 hours. Methanol (30 ml) was added and the precipitate collected. The solid was dissolved in methanol and sodium hydroxide solution and the product precipitated out by addition of 2M HCl. Yield 0.26 g. The reactants are COC(=O)c1ccccc1CBr, O=C([O-])[O-], CCN(Cc1ccccc1F)C(=O)COc1ccc(O)cc1, CCOC(C)=O, CC#N, [K+], [K+]. Yields the product CCN(Cc1ccccc1F)C(=O)COc1ccc(OCc2ccccc2C(=O)OC)cc1. As a reaction SMILES: [Br:23][CH2:24][c:25]1[c:26]([C:27](=[O:28])[O:29][CH3:30])[cH:31][cH:32][cH:33][cH:34]1.[C:35](=[O:36])([O-:37])[O-:38].[CH2:1]([CH3:2])[N:3]([C:4]([CH2:5][O:6][c:7]1[cH:8][cH:9][c:10]([OH:13])[cH:11][cH:12]1)=[O:14])[CH2:15][c:16]1[c:17]([F:22])[cH:18][cH:19][cH:20][cH:21]1.[CH3:41][CH2:42][O:43][C:44]([CH3:45])=[O:46].[CH3:47][C:48]#[N:49].[K+:39].[K+:40]>>[CH2:1]([CH3:2])[N:3]([C:4]([CH2:5][O:6][c:7]1[cH:8][cH:9][c:10]([O:13][CH2:24][c:25]2[c:26]([C:27](=[O:28])[O:29][CH3:30])[cH:31][cH:32][cH:33][cH:34]2)[cH:11][cH:12]1)=[O:14])[CH2:15][c:16]1[c:17]([F:22])[cH:18][cH:19][cH:20][cH:21]1. Reactants: ice water, BrC1=COC2=CC=CC=C2C1=S (3-bromothiochromone), N1=CNC2=C1C=CC=C2 (bezimidazole), C([O-])([O-])=O.[K+].[K+] (potassium carbonate). Run in CN(C=O)C (dimethylformamide). The product is N1=C(NC2=C1C=CC=C2)C=2OC1=CC=CC=C1C(C2)=S (2-benzimidazolylthiochromone). Isolated yield 95.2%. RXN SMILES: Br[C:2]1[C:11](=[S:12])[C:10]2[C:5](=[CH:6][CH:7]=[CH:8][CH:9]=2)[O:4][CH:3]=1.[N:13]1[C:17]2[CH:18]=[CH:19][CH:20]=[CH:21][C:16]=2[NH:15][CH:14]=1.C(=O)([O-])[O-].[K+].[K+]>CN(C)C=O>[N:13]1[C:17]2[CH:18]=[CH:19][CH:20]=[CH:21][C:16]=2[NH:15][C:14]=1[C:3]1[O:4][C:5]2[C:10]([C:11](=[S:12])[CH:2]=1)=[CH:9][CH:8]=[CH:7][CH:6]=2 |f:2.3.4|. Reported procedure: To an eggplant type flask (25 ml), 3-bromothiochromone (121 mg) prepared in Example 8, bezimidazole (236 mg), potassium carbonate (1382 mg), and dimethylformamide (15 ml) were added. The mixture was reacted at 80° C. for 20 hours with stirring. The reaction mixture was added to ice water and extracted with chloroform. The organic layer was dried over anhydrous sodium sulfate, and concentrated under reduced pressure. The residue was purifiedby the silica gel column chromatography and recrystalliz...